This data is from the Open Reaction Database (ORD), a public repository of structured organic reaction records. The task is: describe an organic reaction: reactants, conditions, products, and yield The reactants are Cl (Hydrochloric acid), FC=1C=CC=C2C(=CN(C12)C)C=O (7-Fluoro-1-methylindole-3-carboxaldehyde), [Mn](=O)(=O)(=O)[O-].[K+] (potassium permanganate), P(=O)(O)([O-])[O-].[Na+].[Na+] (Sodium hydrogen phosphate). The solvent is C(C)(C)(C)O (t-butanol). Run at time 16 hour. Yields the product FC=1C=CC=C2C(=CN(C12)C)C(=O)O (7-Fluoro-1-methyl-indole-3-carboxylic acid). RXN SMILES: [F:1][C:2]1[CH:3]=[CH:4][CH:5]=[C:6]2[C:10]=1[N:9]([CH3:11])[CH:8]=[C:7]2[CH:12]=[O:13].P([O-])([O-])(O)=[O:15].[Na+].[Na+].[Mn]([O-])(=O)(=O)=O.[K+].Cl>C(O)(C)(C)C>[F:1][C:2]1[CH:3]=[CH:4][CH:5]=[C:6]2[C:10]=1[N:9]([CH3:11])[CH:8]=[C:7]2[C:12]([OH:15])=[O:13] |f:1.2.3,4.5|. Procedure: 7-Fluoro-1-methylindole-3-carboxaldehyde (1.0 g) was dissolved in t-butanol (50 ml). 1.25M Sodium hydrogen phosphate (20 ml) was added followed by 1.0M potassium permanganate (30 ml), and the mixture was stirred at 20 for 16h. 2M Hydrochloric acid (200 ml) was then added and the mixture was extracted with ethyl acetate (2×200 ml). The combined, dried organic extracts were evaporated in vacuo to leave a solid which was purified by FCC eluting with hexane:ether (1:1) followed by hexane:ether:aceti... Starting materials: C(C)(C)C=1C(=C(C(=C(C1)C(C)C)CCCCC)C1=CC=C(C=C1)F)C(C)O (3,5-Diisopropyl-2-(1-hydroxyethyl)-6-pentyl-4′-fluoro-1,1′-biphenyl), [Cr](=O)(=O)([O-])Cl.[NH+]1=CC=CC=C1 (pyridinium chlorochromate). The solvent is ClCCl (dichloromethane), C(C)(=O)OCC (ethyl acetate), CCCCCC (hexane). Conditions: time 45 minute. The product is C(C)(C)C=1C(=C(C(=C(C1)C(C)C)CCCCC)C1=CC=C(C=C1)F)C(C)=O (3,5-Diisopropyl-2-(1-oxoethyl)-6-pentyl-4′-fluoro-1,1′-biphenyl). Isolated yield 98.7%. As a reaction SMILES: [CH:1]([C:4]1[C:5]([CH:25]([OH:27])[CH3:26])=[C:6]([C:18]2[CH:23]=[CH:22][C:21]([F:24])=[CH:20][CH:19]=2)[C:7]([CH2:13][CH2:14][CH2:15][CH2:16][CH3:17])=[C:8]([CH:10]([CH3:12])[CH3:11])[CH:9]=1)([CH3:3])[CH3:2].[Cr](Cl)([O-])(=O)=O.[NH+]1C=CC=CC=1>ClCCl.C(OCC)(=O)C.CCCCCC>[CH:1]([C:4]1[C:5]([C:25](=[O:27])[CH3:26])=[C:6]([C:18]2[CH:19]=[CH:20][C:21]([F:24])=[CH:22][CH:23]=2)[C:7]([CH2:13][CH2:14][CH2:15][CH2:16][CH3:17])=[C:8]([CH:10]([CH3:11])[CH3:12])[CH:9]=1)([CH3:2])[CH3:3] |f:1.2|. Procedure: A mixture of 3,5-diisopropyl-2-(1-hydroxyethyl)-6-pentyl-4′-fluoro-1,1′-biphenyl (Example 192, 13.7 g, 37.1 mmol), Celite (26 g), and pyridinium chlorochromate (14.9 g, 69.3 mmol) in dichloromethane (750 mL) was stirred for 45 minutes. The mixture was diluted with ethyl acetate (750 mL) and hexane (1.5 L) and filtered through a plug of silica (100 mm×2″) topped with Celite (100 mm×0.5″). Elution was continued with ethyl acetate:hexanes (1:1 mixture, 3L×2). The combined filtrates were concentrate...